Task: describe an organic reaction: reactants, conditions, products, and yield. Dataset: the Open Reaction Database (ORD), a public repository of structured organic reaction records The reactants are CC(C)O, FC(F)Cl, [K+], [OH-], CC(C)(C)OC(=O)N1CCN(C(=O)c2cc(I)ccc2O)CC1. Product: CC(C)(C)OC(=O)N1CCN(C(=O)c2cc(I)ccc2OC(F)F)CC1. Reaction SMILES: [CH3:30][CH:31]([OH:32])[CH3:33].[Cl:26][CH:27]([F:28])[F:29].[K+:25].[OH-:24].[OH:1][c:2]1[c:3]([C:4](=[O:5])[N:6]2[CH2:7][CH2:8][N:9]([C:12](=[O:13])[O:14][C:15]([CH3:16])([CH3:17])[CH3:18])[CH2:10][CH2:11]2)[cH:19][c:20]([I:23])[cH:21][cH:22]1>>[O:1]([c:2]1[c:3]([C:4](=[O:5])[N:6]2[CH2:7][CH2:8][N:9]([C:12](=[O:13])[O:14][C:15]([CH3:16])([CH3:17])[CH3:18])[CH2:10][CH2:11]2)[cH:19][c:20]([I:23])[cH:21][cH:22]1)[CH:27]([F:28])[F:29]. Reactants: NC1=NC=NC2=CC=CC=C12 (4-aminoquinazoline), CC1(OC(C(C(O1)=O)=COCC)=O)C (2,2-dimethyl-5-ethoxymethylene-1,3-dioxane-4,6-dione), resultant mixture. Run in CN(C=O)C (N,N-dimethylformamide). Conditions: temperature 110 celsius, time 10 minute. Yields the product CC1(OC(C(C(O1)=O)=CNC1=NC=NC2=CC=CC=C12)=O)C (2,2-dimethyl-5-[(4-quinazolinyl)amino]methylene-1,3-dioxane-4,6-dione). The yield is 68.6%. RXN SMILES: [NH2:1][C:2]1[C:11]2[C:6](=[CH:7][CH:8]=[CH:9][CH:10]=2)[N:5]=[CH:4][N:3]=1.[CH3:12][C:13]1([CH3:25])[O:18][C:17](=[O:19])[C:16](=[CH:20]OCC)[C:15](=[O:24])[O:14]1>CN(C)C=O>[CH3:12][C:13]1([CH3:25])[O:14][C:15](=[O:24])[C:16](=[CH:20][NH:1][C:2]2[C:11]3[C:6](=[CH:7][CH:8]=[CH:9][CH:10]=3)[N:5]=[CH:4][N:3]=2)[C:17](=[O:19])[O:18]1. Reported procedure: A mixture of 4-aminoquinazoline (2.9 g) and 2,2-dimethyl-5-ethoxymethylene-1,3-dioxane-4,6-dione (4.46 g) in N,N-dimethylformamide (20 ml) was stirred for 1 hour and 10 minutes at 110° C. The resultant mixture was cooled to ambient temperature and allowed to stand overnight to give crystals, which were separated by filtration and washed with a mixture of ethyl acetate and hexane to give crystalline 2,2-dimethyl-5-[(4-quinazolinyl)amino]methylene-1,3-dioxane-4,6-dione (4.1 g). Starting materials: COCN(c1cc(Cl)cnc1C1OC(=O)c2cccc(Cl)c21)S(=O)(=O)c1ccc(Cl)c(C(F)(F)F)c1, Cl, C1COCCO1, O. Yields the product O=C1OC(c2ncc(Cl)cc2NS(=O)(=O)c2ccc(Cl)c(C(F)(F)F)c2)c2c(Cl)cccc21. RXN SMILES: [Cl:1][c:2]1[c:3]([C:33]([F:34])([F:35])[F:36])[cH:4][c:5]([S:8](=[O:9])(=[O:10])[N:11]([CH2:12][O:13][CH3:14])[c:15]2[c:16]([CH:22]3[O:23][C:24](=[O:32])[c:25]4[cH:26][cH:27][cH:28][c:29]([Cl:31])[c:30]43)[n:17][cH:18][c:19]([Cl:21])[cH:20]2)[cH:6][cH:7]1.[ClH:38].[O:39]1[CH2:40][CH2:41][O:42][CH2:43][CH2:44]1.[OH2:37]>>[Cl:1][c:2]1[c:3]([C:33]([F:34])([F:35])[F:36])[cH:4][c:5]([S:8](=[O:9])(=[O:10])[NH:11][c:15]2[c:16]([CH:22]3[O:23][C:24](=[O:32])[c:25]4[cH:26][cH:27][cH:28][c:29]([Cl:31])[c:30]43)[n:17][cH:18][c:19]([Cl:21])[cH:20]2)[cH:6][cH:7]1. Reactants: C1CCOC1, CC(C)OC(=O)N=NC(=O)OC(C)C, O=C1OC2(CCN(C(=O)C3(c4ccc(CO)cc4)CC3)C2)c2ccccc21, Oc1ccccn1, c1ccc(P(c2ccccc2)c2ccccc2)cc1. Product: O=C1OC2(CCN(C(=O)C3(c4ccc(COc5ccccn5)cc4)CC3)C2)c2ccccc21. As a reaction SMILES: [O:54]1[CH2:55][CH2:56][CH2:57][CH2:58]1.[O:59]=[C:60]([O:61][CH:62]([CH3:63])[CH3:64])[N:65]=[N:66][C:67]([O:68][CH:69]([CH3:70])[CH3:71])=[O:72].[OH:1][CH2:2][c:3]1[cH:4][cH:5][c:6]([C:9]2([C:12](=[O:13])[N:14]3[CH2:15][C:16]4([O:17][C:18](=[O:25])[c:19]5[c:20]4[cH:21][cH:22][cH:23][cH:24]5)[CH2:26][CH2:27]3)[CH2:10][CH2:11]2)[cH:7][cH:8]1.[OH:47][c:48]1[n:49][cH:50][cH:51][cH:52][cH:53]1.[c:28]1([P:29]([c:30]2[cH:31][cH:32][cH:33][cH:34][cH:35]2)[c:36]2[cH:37][cH:38][cH:39][cH:40][cH:41]2)[cH:42][cH:43][cH:44][cH:45][cH:46]1>>[O:1]([CH2:2][c:3]1[cH:4][cH:5][c:6]([C:9]2([C:12](=[O:13])[N:14]3[CH2:15][C:16]4([O:17][C:18](=[O:25])[c:19]5[c:20]4[cH:21][cH:22][cH:23][cH:24]5)[CH2:26][CH2:27]3)[CH2:10][CH2:11]2)[cH:7][cH:8]1)[c:48]1[n:49][cH:50][cH:51][cH:52][cH:53]1. Starting materials: C(C)(=O)N[C@]1(C(N(CC1)[C@H](C(=O)N[C@H]([C@H](O)[C@@H]1N(CC2=C(C=CC=C2C1)OCC=C)C(C1=CC=CC=C1)C1=CC=CC=C1)CC1=CC(=CC(=C1)F)F)CCC1=CC=CC=C1)=O)[C@H](C)CC ((S)-2-((S)-3-acetamido-3-((R)-sec-butyl)-2-oxopyrrolidin-1-yl)-N-((1S,2S)-1-((R)-8-(allyloxy)-2-benzhydryl-1,2,3,4-tetrahydroisoquinolin-3-yl)-3-(3,5-difluorophenyl)-1-hydroxypropan-2-yl)-4-phenylbutanamide), C(C)(=O)O (acetic acid). The reagents and catalysts are [Pd] (Pd on activated charcoal). Solvent: CO (MeOH). Reaction conditions: time 3.5 hour. Product: C(C)(=O)N[C@]1(C(N(CC1)[C@H](C(=O)N[C@H]([C@@H]([C@@H]1NCC2=C(C=CC=C2C1)OCCC)O)CC1=CC(=CC(=C1)F)F)CCC1=CC=CC=C1)=O)[C@H](C)CC ((S)-2-((S)-3-acetamido-3-((R)-sec-butyl)-2-oxopyrrolidin-1-yl)-N-((1R,2S)-3-(3,5-difluorophenyl)-1-hydroxy-1-((R)-8-propoxy-1,2,3,4-tetrahydroisoquinolin-3-yl)propan-2-yl)-4-phenylbutanamide), C(C=C)OC=1C=CC=C2C[C@@H](N(CC12)C(C1=CC=CC=C1)C1=CC=CC=C1)[C@H]([C@H](CC1=CC(=CC(=C1)F)F)N)O ((1S,2S)-1-((R)-8-(allyloxy)-2-Benzhydryl-1,2,3,4-tetrahydroisoquinolin-3-yl)-2-amino-3-(3,5-difluorophenyl)propan-1-ol). The yield is 74.0%. RXN SMILES: [C:1]([NH:4][C@:5]1([C@@H:62]([CH2:64][CH3:65])[CH3:63])[CH2:9][CH2:8][N:7]([C@@H:10]([CH2:53][CH2:54][C:55]2[CH:60]=[CH:59][CH:58]=[CH:57][CH:56]=2)[C:11]([NH:13][C@@H:14]([CH2:44][C:45]2[CH:50]=[C:49]([F:51])[CH:48]=[C:47]([F:52])[CH:46]=2)[C@@H:15]([C@H:17]2[CH2:26][C:25]3[C:20](=[C:21]([O:27][CH2:28][CH:29]=[CH2:30])[CH:22]=[CH:23][CH:24]=3)[CH2:19][N:18]2[CH:31]([C:38]2[CH:43]=[CH:42][CH:41]=[CH:40][CH:39]=2)[C:32]2[CH:37]=[CH:36][CH:35]=[CH:34][CH:33]=2)[OH:16])=[O:12])[C:6]1=[O:61])(=[O:3])[CH3:2].C(O)(=O)C>CO.[Pd]>[C:1]([NH:4][C@:5]1([C@@H:62]([CH2:64][CH3:65])[CH3:63])[CH2:9][CH2:8][N:7]([C@@H:10]([CH2:53][CH2:54][C:55]2[CH:60]=[CH:59][CH:58]=[CH:57][CH:56]=2)[C:11]([NH:13][C@@H:14]([CH2:44][C:45]2[CH:50]=[C:49]([F:51])[CH:48]=[C:47]([F:52])[CH:46]=2)[C@H:15]([OH:16])[C@H:17]2[CH2:26][C:25]3[C:20](=[C:21]([O:27][CH2:28][CH2:29][CH3:30])[CH:22]=[CH:23][CH:24]=3)[CH2:19][NH:18]2)=[O:12])[C:6]1=[O:61])(=[O:3])[CH3:2].[CH2:28]([O:27][C:21]1[CH:22]=[CH:23][CH:24]=[C:25]2[C:20]=1[CH2:19][N:18]([CH:31]([C:32]1[CH:37]=[CH:36][CH:35]=[CH:34][CH:33]=1)[C:38]1[CH:39]=[CH:40][CH:41]=[CH:42][CH:43]=1)[C@@H:17]([C@@H:15]([OH:16])[C@@H:14]([NH2:13])[CH2:44][C:45]1[CH:50]=[C:49]([F:51])[CH:48]=[C:47]([F:52])[CH:46]=1)[CH2:26]2)[CH:29]=[CH2:30]. Procedure details: To a solution of (S)-2-((S)-3-acetamido-3-((R)-sec-butyl)-2-oxopyrrolidin-1-yl)-N-((1S,2S)-1-((R)-8-(allyloxy)-2-benzhydryl-1,2,3,4-tetrahydroisoquinolin-3-yl)-3-(3,5-difluorophenyl)-1-hydroxypropan-2-yl)-4-phenylbutanamide (Step 3 (A), 50 mg) in MeOH (5 mL) was added a catalytic amount of Pd on activated charcoal (10 wt %) and acetic acid (0.2 mL). The reaction mixture was put on hydrogenator at 50 psi for 3.5 h. The mixture was then filtered and concentrated in vacuo and purified by silica gel... Reactants: CO, COC(=O)C(F)(F)F, NC(Cc1ccc(O)c(O)c1)C(=O)O, O. Yields the product O=C(O)C(Cc1ccc(O)c(O)c1)NC(=O)C(F)(F)F. As a reaction SMILES: [CH3:15][OH:16].[F:17][C:18]([C:19](=[O:20])[O:21][CH3:22])([F:23])[F:24].[NH2:1][CH:2]([CH2:3][c:4]1[cH:5][cH:6][c:7]([OH:8])[c:9]([OH:10])[cH:11]1)[C:12]([OH:13])=[O:14].[OH2:25]>>[NH:1]([CH:2]([CH2:3][c:4]1[cH:5][cH:6][c:7]([OH:8])[c:9]([OH:10])[cH:11]1)[C:12]([OH:13])=[O:14])[C:19]([C:18]([F:17])([F:23])[F:24])=[O:20]. The reactants are CC(=O)O[BH-](OC(C)=O)OC(C)=O, C1=CCNCC1, CN(C)C=O, CCOC(C)=O, [Na+], CC(C)(C)OC(=O)NCC=O, C1CCOC1. Yields the product CC(C)(C)OC(=O)NCCN1CC=CCC1. As a reaction SMILES: [C:23]([O:24][BH-:25]([O:26][C:27](=[O:28])[CH3:29])[O:30][C:31](=[O:32])[CH3:33])(=[O:34])[CH3:35].[CH2:17]1[CH2:18][CH:19]=[CH:20][CH2:21][NH:22]1.[CH3:12][N:13]([CH3:14])[CH:15]=[O:16].[CH3:37][CH2:38][O:39][C:40](=[O:41])[CH3:42].[Na+:36].[O:1]=[CH:2][CH2:3][NH:4][C:5]([O:6][C:7]([CH3:8])([CH3:9])[CH3:10])=[O:11].[O:43]1[CH2:44][CH2:45][CH2:46][CH2:47]1>>[CH2:2]([CH2:3][NH:4][C:5]([O:6][C:7]([CH3:8])([CH3:9])[CH3:10])=[O:11])[N:22]1[CH2:17][CH2:18][CH:19]=[CH:20][CH2:21]1. The reactants are FC1=C(C#N)C(=C(C(=C1C#N)F)F)F (2,4,5,6-tetrafluoroisophthalonitrile), FC1=C(C#N)C(=CC(=C1F)F)F (2,3,4,6-tetrafluorobenzonitrile), FC1=C(C(C#N)=C(C(=C1F)F)F)C#N (3,4,5,6-tetrafluorophthalonitrile), FC1=C(C#N)C(=C(C(=C1C#N)F)F)F (2,4,5,6-tetrafluoroisophthalonitrile). The product is CC(C1=CC=CC=C1)C#N (α-methylbenzylcyanide). Reaction conditions: time 5 hour. As a reaction SMILES: F[C:2]1[C:9](C#N)=[C:8](F)[C:7](F)=[C:6](F)[C:3]=1[C:4]#N.FC1C(F)=C(F)C(F)=C([C:19]#[N:20])C=1C#N.F[C:30]1C(F)=C(F)C=C(F)C=1C#N>>[CH3:30][CH:4]([C:19]#[N:20])[C:3]1[CH:2]=[CH:9][CH:8]=[CH:7][CH:6]=1. Procedure: By a method similar to Example 11, a reaction was carried out using 2,4,5,6-tetrafluoroisophthalonitrile, instead of 3,4,5,6-tetrafluorophthalonitrile. After 5 hours, the reaction solution was analyzed by gas chromatography, whereupon the conversion of 2,4,5,6-tetrafluoroisophthalonitrile was found to be 36% and the yield of 2,3,4,6-tetrafluorobenzonitrile (based on 2,4,5,6-tetrafluoroisophthalonitrile) was 20%. At the same time, 1.1 mmol of α-methylbenzylcyanide was produced. This corresponded ...